Dataset: the Open Reaction Database (ORD), a public repository of structured organic reaction records. Task: describe an organic reaction: reactants, conditions, products, and yield The reactants are CCCCSc1nccc(=O)[nH]1, O=P(Cl)(Cl)Cl. Product: CCCCSc1nccc(Cl)n1. As a reaction SMILES: [CH2:1]([CH2:2][CH2:3][CH3:4])[S:5][c:6]1[n:7][cH:8][cH:9][c:10](=[O:12])[nH:11]1.[P:13]([Cl:14])([Cl:15])([Cl:16])=[O:17]>>[CH2:1]([CH2:2][CH2:3][CH3:4])[S:5][c:6]1[n:7][cH:8][cH:9][c:10]([Cl:15])[n:11]1.